From a dataset of the Open Reaction Database (ORD), a public repository of structured organic reaction records. describe an organic reaction: reactants, conditions, products, and yield Starting materials: CC(C)(C)OC(=O)N1CCC(Sc2ccc(O)cc2)CC1, O=C([O-])[O-], CCI, [K+], [K+], CN(C)C=O. Product: CCOc1ccc(SC2CCN(C(=O)OC(C)(C)C)CC2)cc1. RXN SMILES: [C:1]([CH3:2])([CH3:3])([CH3:4])[O:5][C:6](=[O:7])[N:8]1[CH2:9][CH2:10][CH:11]([S:14][c:15]2[cH:16][cH:17][c:18]([OH:21])[cH:19][cH:20]2)[CH2:12][CH2:13]1.[C:25](=[O:26])([O-:27])[O-:28].[CH2:22]([CH3:23])[I:24].[K+:29].[K+:30].[O:31]=[CH:32][N:33]([CH3:34])[CH3:35]>>[C:1]([CH3:2])([CH3:3])([CH3:4])[O:5][C:6](=[O:7])[N:8]1[CH2:9][CH2:10][CH:11]([S:14][c:15]2[cH:16][cH:17][c:18]([O:21][CH2:22][CH3:23])[cH:19][cH:20]2)[CH2:12][CH2:13]1. The reactants are O=C([O-])[O-], CS(C)=O, CCOC(C)=O, [Cl-], [Cs+], [Cs+], O=[N+]([O-])c1ccc(F)c(F)c1, [NH4+], Cc1c(NC(=O)C2CC2)nc2ccc(O)cn12. Yields the product Cc1c(NC(=O)C2CC2)nc2ccc(Oc3ccc([N+](=O)[O-])cc3F)cn12. Reaction SMILES: [C:29](=[O:30])([O-:31])[O-:32].[CH3:37][S:38](=[O:39])[CH3:40].[CH3:41][CH2:42][O:43][C:44](=[O:45])[CH3:46].[Cl-:35].[Cs+:33].[Cs+:34].[F:18][c:19]1[c:20]([F:28])[cH:21][c:22]([N+:25](=[O:26])[O-:27])[cH:23][cH:24]1.[NH4+:36].[OH:1][c:2]1[cH:3][cH:4][c:5]2[n:6]([cH:7]1)[c:8]([CH3:17])[c:9]([NH:11][C:12](=[O:13])[CH:14]1[CH2:15][CH2:16]1)[n:10]2>>[O:1]([c:2]1[cH:3][cH:4][c:5]2[n:6]([cH:7]1)[c:8]([CH3:17])[c:9]([NH:11][C:12](=[O:13])[CH:14]1[CH2:15][CH2:16]1)[n:10]2)[c:19]1[c:20]([F:28])[cH:21][c:22]([N+:25](=[O:26])[O-:27])[cH:23][cH:24]1. Yield: 96.2%. RXN SMILES: [C:1]([O:4][CH2:5][C:6]1([CH2:26][O:27]CC2C=CC=CC=2)[CH2:10][O:9][C:8](=[O:11])/[C:7]/1=[CH:12]\[CH2:13][CH2:14][CH2:15][CH2:16][CH2:17][CH2:18][CH2:19][CH2:20][CH2:21][CH2:22][CH2:23][CH2:24][CH3:25])(=[O:3])[CH3:2].B(Cl)(Cl)Cl>C(Cl)Cl>[C:1]([O:4][CH2:5][C:6]1([CH2:26][OH:27])[CH2:10][O:9][C:8](=[O:11])/[C:7]/1=[CH:12]\[CH2:13][CH2:14][CH2:15][CH2:16][CH2:17][CH2:18][CH2:19][CH2:20][CH2:21][CH2:22][CH2:23][CH2:24][CH3:25])(=[O:3])[CH3:2]. The solvent is C(Cl)Cl (CH2Cl2). Procedure details: A solution of 14b (0.324 g, 0.685 mmol) in CH2Cl2 (20 mL) was cooled to -78° C., treated with boron trichloride (1.0M in dichloromethane, 2.74 mL, 2.74 mmol), and stirred for 1 h at that temperature. The reaction mixture was quenched with saturated NaHCO3 solution (3.0 mL), and immediately partitioned between chloroform and a pH 7 buffer solution. The organic layer was washed with water, dried (Na2SO4), and concentrated. The residue was purified by flash column chromatography over silica gel wit... Conditions: time 1 hour. Starting materials: C(C)(=O)OCC1(/C(/C(OC1)=O)=C/CCCCCCCCCCCCC)COCC1=CC=CC=C1 ((Z)-4-[(acetoxy)methyl]-4-[(Benzyloxy)methyl]-3-(tetradecanylidene)-tetrahydro-2-furanone), B(Cl)(Cl)Cl (boron trichloride). The product is C(C)(=O)OCC1(/C(/C(OC1)=O)=C/CCCCCCCCCCCCC)CO ((Z)-4-[(acetoxy)methyl]-4-hydroxymethyl-3-(tetradecanylidene)-tetrahydro-2-furanone). Starting materials: O1CC(CC1)C(=O)Cl (tetrahydrofuran-3-carbonyl chloride), Cl (hydrochloric acid), C[Si](C)(C)[N-][Si](C)(C)C.[Li+] (Lithium bis(trimethysilyl)amide), C1(=CC=CC=C1)C(C1=CC=CC=C1)\N=C\C(=O)OCC (ethyl (2E)-[(diphenylmethyl)imino]ethanoate). Run in O1CCCC1 (tetrahydrofuran), O1CCCC1 (tetrahydrofuran). Reaction conditions: time 30 minute. Product: Cl.NC(C(=O)OCC)C(C1COCC1)=O (ethyl 2-amino-3-oxo-3-(tetrahydrofuran-3-yl)propanoate, hydrochloride salt). Reaction SMILES: C[Si]([N-][Si](C)(C)C)(C)C.[Li+].C1(C(/[N:24]=[CH:25]/[C:26]([O:28][CH2:29][CH3:30])=[O:27])C2C=CC=CC=2)C=CC=CC=1.[O:31]1[CH2:35][CH2:34][CH:33]([C:36]([Cl:38])=[O:37])[CH2:32]1.Cl>O1CCCC1>[ClH:38].[NH2:24][CH:25]([C:36](=[O:37])[CH:33]1[CH2:34][CH2:35][O:31][CH2:32]1)[C:26]([O:28][CH2:29][CH3:30])=[O:27] |f:0.1,6.7|. Reported procedure: Lithium bis(trimethysilyl)amide (1 M solution in tetrahydrofuran, 288 mL, 0.288 mol) was added drop-wise to a solution of ethyl (2E)-[(diphenylmethyl)imino]ethanoate (70 g, 0.26 mol) in tetrahydrofuran (1 L) at −70° C. The reaction mixture was stirred for 30 minutes, and the resulting suspension was transferred via cannula into a solution of tetrahydrofuran-3-carbonyl chloride (35.7 g, 0.26 mol) in tetrahydrofuran (200 mL) at −70° C. The reaction mixture was stirred at room temperature for 2 hou... The reactants are ClCCl, O=S(Cl)Cl, OCc1conc1-c1ccccn1. Yields the product ClCc1conc1-c1ccccn1. Reaction SMILES: [Cl:18][CH2:19][Cl:20].[S:14]([Cl:15])([Cl:16])=[O:17].[n:1]1[c:2](-[c:7]2[n:8][o:9][cH:10][c:11]2[CH2:12][OH:13])[cH:3][cH:4][cH:5][cH:6]1>>[n:1]1[c:2](-[c:7]2[n:8][o:9][cH:10][c:11]2[CH2:12][Cl:16])[cH:3][cH:4][cH:5][cH:6]1.